From a dataset of the Open Reaction Database (ORD), a public repository of structured organic reaction records. describe an organic reaction: reactants, conditions, products, and yield The reactants are O=C(O)CCCCCCCCCCCO, Cc1ccc(S(=O)(=O)Cl)cc1, c1ccncc1. The product is Cc1ccc(S(=O)(=O)OCCCCCCCCCCCC(=O)O)cc1. Reaction SMILES: [OH:1][CH2:2][CH2:3][CH2:4][CH2:5][CH2:6][CH2:7][CH2:8][CH2:9][CH2:10][CH2:11][CH2:12][C:13]([OH:14])=[O:15].[c:16]1([CH3:26])[cH:17][cH:18][c:19]([S:22](=[O:23])(=[O:24])[Cl:25])[cH:20][cH:21]1.[cH:27]1[cH:28][cH:29][n:30][cH:31][cH:32]1>>[O:1]([CH2:2][CH2:3][CH2:4][CH2:5][CH2:6][CH2:7][CH2:8][CH2:9][CH2:10][CH2:11][CH2:12][C:13]([OH:14])=[O:15])[S:22]([c:19]1[cH:18][cH:17][c:16]([CH3:26])[cH:21][cH:20]1)(=[O:23])=[O:24]. Reactants: C1(=C(C(=C(C(=C1F)F)F)N)F)N.Cl.Cl (dihydrochloride), C(C)OC(=O)N1CCN(CC1)CCCl (ethoxycarbonyl-4-(2-chloroethyl)-piperazine), N1CCCCC1 (piperidine), C([O-])([O-])=O.[K+].[K+] (potassium carbonate). Run in C(C)O (ethanol), CO (methanol). The product is N1(CCCCC1)CCN1CCN(CC1)C(=O)OCC (1-(2-Piperidinoethyl)-4-(ethoxycarbonyl)piperazine). As a reaction SMILES: [CH2:1]([O:3][C:4]([N:6]1[CH2:11][CH2:10][N:9]([CH2:12][CH2:13]Cl)[CH2:8][CH2:7]1)=[O:5])[CH3:2].[NH:15]1[CH2:20][CH2:19][CH2:18][CH2:17][CH2:16]1.C(=O)([O-])[O-].[K+].[K+].C1(N)C(F)=C(F)C(F)=C(N)C=1F.Cl.Cl>C(O)C.CO>[N:15]1([CH2:13][CH2:12][N:9]2[CH2:10][CH2:11][N:6]([C:4]([O:3][CH2:1][CH3:2])=[O:5])[CH2:7][CH2:8]2)[CH2:20][CH2:19][CH2:18][CH2:17][CH2:16]1 |f:2.3.4,5.6.7|. Reported procedure: By reaction of 1-(ethoxycarbonyl-4-(2-chloroethyl)-piperazine (11.05 grams; 0.05 moles), piperidine (4.3 grams; 0.05 moles) and potassium carbonate (7.0 grams; 0.05 moles) in 150 cc of ethanol by boiling until disappearance of the reactants by TLC (methanol), a product is obtained which is identical to the product described in Example 13 as shown by boiling point, melting point, mixed melting point of the dihydrochloride; Rf and IR. The reactants are FC(C1=CC=C(COC(=O)N2CC(CCC2)C2=CC(=C(C=C2)C)OCC(=O)OCC)C=C1)(F)F (3-(3-ethoxycarbonylmethoxy-4-methyl-phenyl)-piperidine-1-carboxylic acid 4-trifluoromethyl-benzyl ester), C([O-])([O-])=O.[K+].[K+] (potassium carbonate), CO (methanol). The solvent is O (water). The product is FC(C1=CC=C(COC(=O)N2C[C@@H](CCC2)C2=CC(=C(C=C2)C)OCC(=O)O)C=C1)(F)F ((S)-3-(3-carboxymethoxy-4-methyl-phenyl)-piperidine-1-carboxylic acid 4-trifluoromethyl-benzyl ester). Isolated yield 97.5%. Reaction SMILES: [F:1][C:2]([F:34])([F:33])[C:3]1[CH:32]=[CH:31][C:6]([CH2:7][O:8][C:9]([N:11]2[CH2:16][CH2:15][CH2:14][CH:13]([C:17]3[CH:22]=[CH:21][C:20]([CH3:23])=[C:19]([O:24][CH2:25][C:26]([O:28]CC)=[O:27])[CH:18]=3)[CH2:12]2)=[O:10])=[CH:5][CH:4]=1.C(=O)([O-])[O-].[K+].[K+].CO>O>[F:33][C:2]([F:1])([F:34])[C:3]1[CH:32]=[CH:31][C:6]([CH2:7][O:8][C:9]([N:11]2[CH2:16][CH2:15][CH2:14][C@@H:13]([C:17]3[CH:22]=[CH:21][C:20]([CH3:23])=[C:19]([O:24][CH2:25][C:26]([OH:28])=[O:27])[CH:18]=3)[CH2:12]2)=[O:10])=[CH:5][CH:4]=1 |f:1.2.3|. Procedure details: A mixture of 3-(3-ethoxycarbonylmethoxy-4-methyl-phenyl)-piperidine-1-carboxylic acid 4-trifluoromethyl-benzyl ester (118 mg, 0.25 mmol), potassium carbonate (68 mg, 0.49 mmol), methanol (10 mL) and water (2 mL) was heated at reflux for 3 h, cooled to room temperature and concentrated under reduced pressure. The resulting residue was taken up in water (50 mL), acidified with 1N aqueous hydrochloric acid and extracted with ethyl acetate (2×50 mL). The combined organic extracts were washed with sa... Starting materials: BrC1=CC(=NC=C1)C(CCC(OC)OC)=O (1-(4-Bromo-pyridin-2-yl)-4,4-dimethoxy-butan-1-one), FC(C(=O)O)(F)F (trifluoroacetic acid). The solvent is C(Cl)Cl (CH2Cl2). Reaction conditions: time 8 hour. Product: BrC1=CC(=NC=C1)C(CCC=O)=O (4-(4-Bromo-pyridin-2-yl)-4-oxo-butyraldehyde). Reaction SMILES: [Br:1][C:2]1[CH:7]=[CH:6][N:5]=[C:4]([C:8](=[O:16])[CH2:9][CH2:10][CH:11](OC)[O:12]C)[CH:3]=1.FC(F)(F)C(O)=O>C(Cl)Cl>[Br:1][C:2]1[CH:7]=[CH:6][N:5]=[C:4]([C:8](=[O:16])[CH2:9][CH2:10][CH:11]=[O:12])[CH:3]=1. Procedure details: To a solution of 1-(4-bromo-pyridin-2-yl)-4,4-dimethoxy-butan-1-one (2) (crude from Step 2, 11 g, 38.2 mmol) in 100 of CH2Cl2 at room temperature is added trifluoroacetic acid (10.9 g, 95.4 mmol) and the reaction mixture is stirred overnight. The reaction is concentrated, the residue dissolved in ethyl acetate (150 mL) and washed with water 3 times. The organic layers are combined, dried over Na2SO4 and the solvent evaporated. The residue is purified by flash column chromatography (30% EtOAc in ... Product: C(C)(=O)O.O[C@@H]1CC2=CC[C@H]3[C@@H]4CCC([C@@]4(C)CC[C@@H]3[C@]2(CC1)C=O)=O (3β-hydroxy-5-androstene-17,19-dione acetate), 17β-hydroxy-4α,17α-dimethyl-5-androstene-3,19-dione. As a reaction SMILES: [C:1]([O:4][C@H]1CC[C@@]2(CO)C(=CC[C@@H]3[C@@H]2CC[C@@]2(C)[C@H]3CC[C@@H]2O)C1)(=[O:3])[CH3:2].[OH:26][C@H:27]1[CH2:44][CH2:43][C@@:42]2([CH2:45][OH:46])[C:29](=[CH:30][CH2:31][C@@H:32]3[C@@H:41]2[CH2:40][CH2:39][C@@:37]2([CH3:38])[C@H:33]3[CH2:34][CH2:35][C:36]2=[O:47])[CH2:28]1>>[C:1]([OH:4])(=[O:3])[CH3:2].[OH:26][C@H:27]1[CH2:44][CH2:43][C@@:42]2([CH:45]=[O:46])[C:29](=[CH:30][CH2:31][C@@H:32]3[C@@H:41]2[CH2:40][CH2:39][C@@:37]2([CH3:38])[C@H:33]3[CH2:34][CH2:35][C:36]2=[O:47])[CH2:28]1 |f:2.3|. Reported procedure: Substituting 5-androstene-3β,17β,19-triol 3-acetate and 4α,17α-dimethyl-5-androstene-3β,17β,19-triol for the 3β,19-dihydroxy-5-androsten-17-one above results in the preparation of 3β-hydroxy-5-androstene-17,19-dione acetate and 17β-hydroxy-4α,17α-dimethyl-5-androstene-3,19-dione, respectively. Starting materials: O[C@@H]1CC2=CC[C@H]3[C@@H]4CCC([C@@]4(C)CC[C@@H]3[C@]2(CC1)CO)=O (3β,19-dihydroxy-5-androsten-17-one), C(C)(=O)O[C@@H]1CC2=CC[C@H]3[C@@H]4CC[C@@H]([C@@]4(C)CC[C@@H]3[C@]2(CC1)CO)O (5-androstene-3β,17β,19-triol 3-acetate), 4α,17α-dimethyl-5-androstene-3β,17β,19-triol. The reactants are C(C1=CC=CC=C1)N1CCC(CC1)N(C(OC(C)(C)C)=O)CC1=CC2=C(C=N1)OCCO2 (tert-butyl (1-benzylpiperidin-4-yl)(2,3-dihydro-(1,4)dioxino(2,3-c)pyridin-7-yl methyl)carbamate). Reagents/catalysts: [C].[Pd] (palladium carbon). The solvent is CO (methanol). Reaction conditions: temperature 60 celsius, time 7 hour. Yields the product O.O1CCOC=2C=NC(=CC21)CN(C(OC(C)(C)C)=O)C2CCNCC2 (tert-butyl ((2,3-dihydro-(1,4)dioxino(2,3-c)pyridin-7-yl)methyl)(piperidin-4-yl)carbamate monohydrate). Yield: 121.7%. Reaction SMILES: C([N:8]1[CH2:13][CH2:12][CH:11]([N:14]([CH2:22][C:23]2[N:28]=[CH:27][C:26]3[O:29][CH2:30][CH2:31][O:32][C:25]=3[CH:24]=2)[C:15](=[O:21])[O:16][C:17]([CH3:20])([CH3:19])[CH3:18])[CH2:10][CH2:9]1)C1C=CC=CC=1>CO.[C].[Pd]>[OH2:16].[O:32]1[C:25]2[CH:24]=[C:23]([CH2:22][N:14]([CH:11]3[CH2:12][CH2:13][NH:8][CH2:9][CH2:10]3)[C:15](=[O:21])[O:16][C:17]([CH3:20])([CH3:19])[CH3:18])[N:28]=[CH:27][C:26]=2[O:29][CH2:30][CH2:31]1 |f:2.3,4.5|. Reported procedure: To a solution of 5.9 g of tert-butyl (1-benzylpiperidin-4-yl)(2,3-dihydro-(1,4)dioxino(2,3-c)pyridin-7-yl methyl)carbamate in 30 mL of methanol, 1.2 g of 5% palladium carbon was added, and the mixture was stirred for 7 hours at 60° C. under a hydrogen atmosphere. The mixture was subjected to celite filtration, and 40 mL of ethyl acetate and 30 mL of a 0.5 mol/L sodium hydroxide aqueous solution were added to the filtrate. The organic layer was washed with saturated sodium chloride solution, drie... The reactants are [Br-], O=Cc1cc(Br)cc(Br)c1, C1CCOC1, C[P+](c1ccccc1)(c1ccccc1)c1ccccc1, CC(C)(C)[O-], [K+], O. Product: C=Cc1cc(Br)cc(Br)c1. As a reaction SMILES: [Br-:18].[Br:7][c:8]1[cH:9][c:10]([CH:11]=[O:12])[cH:13][c:14]([Br:16])[cH:15]1.[CH2:39]1[O:40][CH2:41][CH2:42][CH2:43]1.[CH3:19][P+:20]([c:21]1[cH:22][cH:23][cH:24][cH:25][cH:26]1)([c:27]1[cH:28][cH:29][cH:30][cH:31][cH:32]1)[c:33]1[cH:34][cH:35][cH:36][cH:37][cH:38]1.[CH3:1][C:2]([CH3:3])([O-:4])[CH3:5].[K+:6].[OH2:17]>>[CH2:1]=[CH:11][c:10]1[cH:9][c:8]([Br:7])[cH:15][c:14]([Br:16])[cH:13]1. Product: CCCCN(CC)CC(=O)OC1CC2(C)C(C(C)=O)CCC2C2CCC3CC(O)CCC3(C)C12. RXN SMILES: [CH2:29]([CH2:30][CH2:31][CH3:32])[NH:33][CH2:34][CH3:35].[Cl:36][CH2:37][Cl:38].[OH:1][CH:2]1[CH2:3][CH:4]2[CH2:5][CH2:6][CH:7]3[CH:8]4[CH2:9][CH2:10][CH:11]([C:12]([CH3:13])=[O:14])[C:15]4([CH3:28])[CH2:16][CH:17]([O:23][C:24]([CH2:25][I:26])=[O:27])[CH:18]3[C:19]2([CH3:22])[CH2:20][CH2:21]1>>[OH:1][CH:2]1[CH2:3][CH:4]2[CH2:5][CH2:6][CH:7]3[CH:8]4[CH2:9][CH2:10][CH:11]([C:12]([CH3:13])=[O:14])[C:15]4([CH3:28])[CH2:16][CH:17]([O:23][C:24]([CH2:25][N:33]([CH2:29][CH2:30][CH2:31][CH3:32])[CH2:34][CH3:35])=[O:27])[CH:18]3[C:19]2([CH3:22])[CH2:20][CH2:21]1. The reactants are CCCCNCC, ClCCl, CC(=O)C1CCC2C3CCC4CC(O)CCC4(C)C3C(OC(=O)CI)CC12C. Reaction SMILES: [Br:1][C:2]1[CH:7]=[CH:6][C:5]([CH2:8][CH2:9][C:10](Cl)=[O:11])=[CH:4][CH:3]=1.[Al+3].[Cl-].[Cl-].[Cl-].Cl>C(Cl)Cl>[Br:1][C:2]1[CH:7]=[C:6]2[C:5]([CH2:8][CH2:9][C:10]2=[O:11])=[CH:4][CH:3]=1 |f:1.2.3.4|. The reactants are [Al+3].[Cl-].[Cl-].[Cl-] (AlCl3), BrC1=CC=C(C=C1)CCC(=O)Cl (3-(4-Bromophenyl)propionyl chloride), Cl (HCl). Product: BrC1=CC=C2CCC(C2=C1)=O (6-bromo-2,3-dihydro-1H-inden-1-one). The solvent is C(Cl)Cl (DCM). Reported procedure: 3-(4-Bromophenyl)propionyl chloride (36.9 g, 0.15 mol) was dissolved in 300 mL DCM and AlCl3 (23.76 g, 0.18 mol) was added slowly. At the completion of the reaction, the mixture was heated to 40° C. and refluxed for 90 minutes and then poured onto ice. Dilute HCl aqueous solution was added and the mixture was extracted with diethyl ether. The organic layer was washed with 2M HCl aqueous solution, water and brine. The product was purified by column chromatography on silica gel eluting with PE:EA ... Conditions: temperature 40 celsius.